This data is from the Open Reaction Database (ORD), a public repository of structured organic reaction records. The task is: describe an organic reaction: reactants, conditions, products, and yield The reactants are CO, Cl, Cl, O=C(O)CC1CCC(c2ccc(-c3cc(C(F)(F)F)[nH]n3)cc2)CC1, NO, [Na+], [OH-]. Yields the product O=C(CC1CCC(c2ccc(-c3cc(C(F)(F)F)n[nH]3)cc2)CC1)NO. Reaction SMILES: [CH3:32][OH:33].[ClH:28].[ClH:31].[F:1][C:2]([c:3]1[cH:4][c:5](-[c:8]2[cH:9][cH:10][c:11]([CH:14]3[CH2:15][CH2:16][CH:17]([CH2:20][C:21](=[O:22])[OH:23])[CH2:18][CH2:19]3)[cH:12][cH:13]2)[n:6][nH:7]1)([F:24])[F:25].[NH2:29][OH:30].[Na+:27].[OH-:26]>>[F:1][C:2]([c:3]1[cH:4][c:5](-[c:8]2[cH:9][cH:10][c:11]([CH:14]3[CH2:15][CH2:16][CH:17]([CH2:20][C:21](=[O:22])[NH:29][OH:26])[CH2:18][CH2:19]3)[cH:12][cH:13]2)[nH:6][n:7]1)([F:24])[F:25]. The reactants are [N+](=O)([O-])C1=C(C=O)C=CC=C1 (2-Nitrobenzaldehyde), C1(CC1)C(=O)C (methyl cyclopropyl ketone). Product: C1(CC1)C(=O)C=CC1=C(C=CC=C1)[N+](=O)[O-] (2-(2-nitrophenyl)vinyl cyclopropyl ketone). Reaction SMILES: [N+:1]([C:4]1[CH:11]=[CH:10][CH:9]=[CH:8][C:5]=1[CH:6]=O)([O-:3])=[O:2].[CH:12]1([C:15]([CH3:17])=[O:16])[CH2:14][CH2:13]1>>[CH:12]1([C:15]([CH:17]=[CH:6][C:5]2[CH:8]=[CH:9][CH:10]=[CH:11][C:4]=2[N+:1]([O-:3])=[O:2])=[O:16])[CH2:14][CH2:13]1. Procedure: 2-Nitrobenzaldehyde is condensed with methyl cyclopropyl ketone to give 2-(2-nitrophenyl)vinyl cyclopropyl ketone. The latter is reduced selectively with hydroxylamine and hydroxylamine O-sulfonic acid in dilute sodium hydroxide solution to yield 2-(2-nitrophenyl)ethyl cyclopropyl ketone, which is then reduced with sodium borohydride to 2-(2-nitrophenyl)ethyl cyclopropyl carbinol. The carbinol is treated in the usual way with phosphorus tribromide and zinc bromide to afford 4-[6-(2-nitrophenyl)-... The reactants are C1COCCN1, CC#N, [K+], [K+], Cc1nc2sc(C(=O)OC(C)(C)C)c(N)c2c(C)c1OCCCl, O=C([O-])[O-]. The product is Cc1nc2sc(C(=O)OC(C)(C)C)c(N)c2c(C)c1OCCN1CCOCC1. RXN SMILES: [CH2:30]1[CH2:31][O:32][CH2:33][CH2:34][NH:35]1.[CH3:36][C:37]#[N:38].[K+:24].[K+:25].[NH2:1][c:2]1[c:3]([C:17](=[O:18])[O:19][C:20]([CH3:21])([CH3:22])[CH3:23])[s:4][c:5]2[n:6][c:7]([CH3:16])[c:8]([O:12][CH2:13][CH2:14][Cl:15])[c:9]([CH3:11])[c:10]12.[O-:26][C:27]([O-:28])=[O:29]>>[NH2:1][c:2]1[c:3]([C:17](=[O:18])[O:19][C:20]([CH3:21])([CH3:22])[CH3:23])[s:4][c:5]2[n:6][c:7]([CH3:16])[c:8]([O:12][CH2:13][CH2:14][N:35]3[CH2:30][CH2:31][O:32][CH2:33][CH2:34]3)[c:9]([CH3:11])[c:10]12. The solvent is C(OC)COC (dimethoxyethane). Conditions: temperature 0 celsius, time 16 hour. Yields the product CC(C)(OC(=O)N[C@@H](C)C(=O)NC(CC(CCC(=O)OCC)=C)(C(=O)OCC)C(=O)OCC)C (Triethyl 1-[[N-(1,1-dimethylethoxycarbonyl)-L-alanyl]-amino]-3-methylene-1,1,5-pentanetricarboxylate). Reported procedure: A solution of 945 mg of the product of Step D of Example 1, 30 ml of dimethoxyethane and 621 mg of Boc-L-alanine was cooled to 0° C. and 678 mg of dicyclohexylcarbodiimide were added in small fractions over 10 minutes. The mixture was stirred at 0° C. for 16 hours. After filtering, the filtrate was evaporated to dryness under reduced pressure and chromatography was carried out on silica. Elution with a cyclohexane-ethyl acetate mixture (7-3) yielded 1.3 g of the expected product with a specific ... Isolated yield 89.2%. RXN SMILES: [NH2:1][C:2]([C:18]([O:20][CH2:21][CH3:22])=[O:19])([C:13]([O:15][CH2:16][CH3:17])=[O:14])[CH2:3][C:4](=[CH2:12])[CH2:5][CH2:6][C:7]([O:9][CH2:10][CH3:11])=[O:8].[C:23]([NH:30][C@H:31]([C:33](O)=[O:34])[CH3:32])([O:25][C:26]([CH3:29])([CH3:28])[CH3:27])=[O:24].C1(N=C=NC2CCCCC2)CCCCC1>C(COC)OC>[CH3:29][C:26]([CH3:27])([O:25][C:23]([NH:30][C@H:31]([C:33]([NH:1][C:2]([C:13]([O:15][CH2:16][CH3:17])=[O:14])([C:18]([O:20][CH2:21][CH3:22])=[O:19])[CH2:3][C:4](=[CH2:12])[CH2:5][CH2:6][C:7]([O:9][CH2:10][CH3:11])=[O:8])=[O:34])[CH3:32])=[O:24])[CH3:28]. Starting materials: NC(CC(CCC(=O)OCC)=C)(C(=O)OCC)C(=O)OCC (Triethyl 1-amino-3-methylene-1,1,5-pentane-tricarboxylate), C(=O)(OC(C)(C)C)N[C@@H](C)C(=O)O (Boc-L-alanine), C1(CCCCC1)N=C=NC1CCCCC1 (dicyclohexylcarbodiimide). Reactants: CC(C)(C)OC(=O)N1C2CCC1CC(C1c3ccccc3Oc3cc(C#N)ccc31)C2, O=C([O-])[O-], CCO, Cl, Cl, [K+], [K+], NO, [NH4+], [OH-], O. Yields the product CC(C)(C)OC(=O)N1C2CCC1CC(C1c3ccccc3Oc3cc(C(=N)NO)ccc31)C2. Reaction SMILES: [C:1]([CH3:2])([CH3:3])([CH3:4])[O:5][C:6](=[O:7])[N:8]1[CH:9]2[CH2:10][CH:11]([CH:16]3[c:17]4[cH:18][cH:19][cH:20][cH:21][c:22]4[O:23][c:24]4[cH:25][c:26]([C:30]#[N:31])[cH:27][cH:28][c:29]43)[CH2:12][CH:13]1[CH2:14][CH2:15]2.[C:35](=[O:36])([O-:37])[O-:38].[CH3:44][CH2:45][OH:46].[ClH:32].[ClH:41].[K+:39].[K+:40].[NH2:33][OH:34].[NH4+:43].[OH-:42].[OH2:47]>>[C:1]([CH3:2])([CH3:3])([CH3:4])[O:5][C:6](=[O:7])[N:8]1[CH:9]2[CH2:10][CH:11]([CH:16]3[c:17]4[cH:18][cH:19][cH:20][cH:21][c:22]4[O:23][c:24]4[cH:25][c:26]([C:30]([NH:31][OH:42])=[NH:43])[cH:27][cH:28][c:29]43)[CH2:12][CH:13]1[CH2:14][CH2:15]2. Starting materials: CC(=O)[O-], CC(=O)[O-], CO, OCCOc1ccccc1Cl, ClCCl, CCOC(=O)C=[N+]=[N-], [Rh+2]. Yields the product CCOC(=O)COCCOc1ccccc1Cl. RXN SMILES: [C:25]([O-:26])(=[O:27])[CH3:28].[C:30]([O-:31])(=[O:32])[CH3:33].[CH3:20][OH:21].[Cl:1][c:2]1[c:3]([O:4][CH2:5][CH2:6][OH:7])[cH:8][cH:9][cH:10][cH:11]1.[Cl:22][CH2:23][Cl:24].[N+:12](=[N-:13])=[CH:14][C:15](=[O:16])[O:17][CH2:18][CH3:19].[Rh+2:29]>>[Cl:1][c:2]1[c:3]([O:4][CH2:5][CH2:6][O:7][CH2:14][C:15](=[O:16])[O:17][CH2:18][CH3:19])[cH:8][cH:9][cH:10][cH:11]1. Reactants: CC(C)C=1C(=C(C2=CC=C(C=C2C1)OC)O)C1=CC=CC=C1 (3-(1-Methylethyl)-6-(methyloxy)-2-phenyl-1-naphthalenol), [H-].[Na+] (NaH), FC1=CC=C(C=O)C=C1 (4-fluorobenzaldehyde). Run in CN(C)C=O (DMF). Product: CC(C)C=1C(=C(C2=CC=C(C=C2C1)OC)OC1=CC=C(C=O)C=C1)C1=CC=CC=C1 (4-{[3-(1-Methylethyl)-6-(methyloxy)-2-phenyl-1-naphthalenyl]oxy}benzaldehyde). Yield: 91.0%. RXN SMILES: [CH3:1][CH:2]([C:4]1[C:5]([C:17]2[CH:22]=[CH:21][CH:20]=[CH:19][CH:18]=2)=[C:6]([OH:16])[C:7]2[C:12]([CH:13]=1)=[CH:11][C:10]([O:14][CH3:15])=[CH:9][CH:8]=2)[CH3:3].[H-].[Na+].F[C:26]1[CH:33]=[CH:32][C:29]([CH:30]=[O:31])=[CH:28][CH:27]=1>CN(C=O)C>[CH3:3][CH:2]([C:4]1[C:5]([C:17]2[CH:22]=[CH:21][CH:20]=[CH:19][CH:18]=2)=[C:6]([O:16][C:26]2[CH:33]=[CH:32][C:29]([CH:30]=[O:31])=[CH:28][CH:27]=2)[C:7]2[C:12]([CH:13]=1)=[CH:11][C:10]([O:14][CH3:15])=[CH:9][CH:8]=2)[CH3:1] |f:1.2|. Reported procedure: 3-(1-Methylethyl)-6-(methyloxy)-2-phenyl-1-naphthalenol (72) (0.35 g, 1.21 mmol) was treated with NaH in DMF followed by addition of 4-fluorobenzaldehyde to give 0.44 g (91%) of the title compound (73) as a light yellow foam. 1H NMR (400 MHz, CDCl3): δ 1.20 (d, J=6.8 Hz, 6H), 2.91 (sept, J=6.8 Hz, 1H), 3.94 (s, 3H), 6.67 (d, J=8.8 Hz, 2H), 7.05 (dd, J1=9.0 Hz, J2=2.4 Hz, 1H), 7.08-7.13 (m, 2H), 7.18-7.26 (m, 4H), 7.61 (d, J=8.6 Hz, 2H), 7.64-7.70 (m, 2H), 9.79 (s, 1H). LCMS (ESI): m/z 397 (M+H)+... Starting materials: O=C([O-])[O-], CC1=C(C#N)C(c2ccc(C#N)cc2S(=O)[O-])N(C)C(=O)N1c1cccc(C(F)(F)F)c1, ClCc1cscn1, Cl, [I-], [K+], [K+], [K+], [Na+], C1COCCOCCOCCOCCOCCO1, CN(C)C=O. Product: CC1=C(C#N)C(c2ccc(C#N)cc2S(=O)(=O)Cc2cscn2)N(C)C(=O)N1c1cccc(C(F)(F)F)c1. RXN SMILES: [C:42](=[O:43])([O-:44])[O-:45].[C:9](#[N:10])[c:11]1[cH:12][cH:13][c:14]([CH:20]2[N:21]([CH3:40])[C:22](=[O:39])[N:23]([c:29]3[cH:30][c:31]([C:35]([F:36])([F:37])[F:38])[cH:32][cH:33][cH:34]3)[C:24]([CH3:28])=[C:25]2[C:26]#[N:27])[c:15]([S:17](=[O:18])[O-:19])[cH:16]1.[Cl:2][CH2:3][c:4]1[n:5][cH:6][s:7][cH:8]1.[ClH:1].[I-:49].[K+:46].[K+:47].[K+:48].[Na+:41].[O:50]1[CH2:51][CH2:52][O:53][CH2:54][CH2:55][O:56][CH2:57][CH2:58][O:59][CH2:60][CH2:61][O:62][CH2:63][CH2:64][O:65][CH2:66][CH2:67]1.[O:68]=[CH:69][N:70]([CH3:71])[CH3:72]>>[CH2:3]([c:4]1[n:5][cH:6][s:7][cH:8]1)[S:17]([c:15]1[c:14]([CH:20]2[N:21]([CH3:40])[C:22](=[O:39])[N:23]([c:29]3[cH:30][c:31]([C:35]([F:36])([F:37])[F:38])[cH:32][cH:33][cH:34]3)[C:24]([CH3:28])=[C:25]2[C:26]#[N:27])[cH:13][cH:12][c:11]([C:9]#[N:10])[cH:16]1)(=[O:18])=[O:19]. Starting materials: NC1=CC=C(C=C1)CC(=O)O (4-Aminophenylacetic acid), ClC1=CC=C(C(=O)Cl)C=C1 (4-chlorobenzoyl chloride). Run in [OH-].[Na+] (sodium hydroxide), CC(=O)C (acetone), CC(=O)C (acetone), O (water). Conditions: time 3 hour. Yields the product ClC1=CC=C(C(=O)NC2=CC=C(C=C2)CC(=O)O)C=C1 (4-(4-chlorobenzamido)-phenylacetic acid). Isolated yield 28.8%. As a reaction SMILES: [NH2:1][C:2]1[CH:7]=[CH:6][C:5]([CH2:8][C:9]([OH:11])=[O:10])=[CH:4][CH:3]=1.[Cl:12][C:13]1[CH:21]=[CH:20][C:16]([C:17](Cl)=[O:18])=[CH:15][CH:14]=1>[OH-].[Na+].CC(C)=O.O>[Cl:12][C:13]1[CH:21]=[CH:20][C:16]([C:17]([NH:1][C:2]2[CH:3]=[CH:4][C:5]([CH2:8][C:9]([OH:11])=[O:10])=[CH:6][CH:7]=2)=[O:18])=[CH:15][CH:14]=1 |f:2.3|. Procedure details: 7.6 g 4-Aminophenylacetic acid are dissolved in 50 ml 2 N aqueous sodium hydroxide solution and 50 ml acetone. A solution of 8.8 g 4-chlorobenzoyl chloride in 10 ml acetone is added dropwise thereto at 0° C. The reaction mixture is further stirred for 3 hours at ambient temperature, then diluted with water, filtered and the filtrate acidified with dilute hydrochloric acid. The precipitate obtained is reprecipitated via its sodium salt and recrystallized from ethanol. There are obtained 4.2 g (29... Reactants: CC(CC1(C(N(CC1)CC(=O)OCC)=O)C(=C)C)C (Ethyl 3-(2-methylpropyl)-2-oxo-3-(propen-2-yl)-1-pyrrolidineacetate), CN (methylamine). The solvent is CCO (EtOH). Product: CNC(CN1C(C(CC1)(C(=C)C)CC(C)C)=O)=O (N-Methyl-3-(2-methylpropyl)-2-oxo-3-(propen-2-yl)-1-pyrrolidineacetamide). The yield is 85.0%. RXN SMILES: [CH3:1][CH:2]([CH3:19])[CH2:3][C:4]1([C:16]([CH3:18])=[CH2:17])[CH2:8][CH2:7][N:6]([CH2:9][C:10](OCC)=[O:11])[C:5]1=[O:15].[CH3:20][NH2:21]>CCO>[CH3:20][NH:21][C:10](=[O:11])[CH2:9][N:6]1[CH2:7][CH2:8][C:4]([CH2:3][CH:2]([CH3:19])[CH3:1])([C:16]([CH3:18])=[CH2:17])[C:5]1=[O:15]. Procedure details: Ethyl 3-(2-methylpropyl)-2-oxo-3-(propen-2-yl)-1-pyrrolidineacetate (500 mg, 1.87 mmol) is stirred in a saturated solution of methylamine in EtOH (50 mL) at room temperature overnight. The solution is concentrated and purified by column chromatography (1:12:8 v/v CH2Cl2 :EtOAc:hexane) to give 401 mg (85%) of the title compound as an oil.